Dataset: the Open Reaction Database (ORD), a public repository of structured organic reaction records. Task: describe an organic reaction: reactants, conditions, products, and yield Reactants: CC1=NC=C(C=N1)C=O (2-methylpyrimidine-5-carbaldehyde), CO (methanol), [BH4-].[Na+] (sodium tetrahydroborate). Conditions: time 30 minute. Yields the product CC1=NC=C(C=N1)CO ((2-Methylpyrimidin-5-yl)methanol). As a reaction SMILES: [CH3:1][C:2]1[N:7]=[CH:6][C:5]([CH:8]=[O:9])=[CH:4][N:3]=1.CO.[BH4-].[Na+]>>[CH3:1][C:2]1[N:7]=[CH:6][C:5]([CH2:8][OH:9])=[CH:4][N:3]=1 |f:2.3|. Procedure details: A solution of 2-methylpyrimidine-5-carbaldehyde (7.5 g, 0.058 mol) in methanol (370 mL, 9.1 mol) was cooled to 0° C. and treated with sodium tetrahydroborate (3.4 g, 0.090 mol). After 30 min, the reaction was quenched with eq H2O (200 mL) and extracted with ethyl acetate. The organic layer was dried over MgSO4 and concentrated to give the title compound as a yellow solid. Starting materials: CC#N, C=C1OC(=O)C2CCC1C2, C[O-], Cc1ccccc1, CN(C)C=O, CO, CS(=O)(=O)c1ccc(C(=O)Cl)c(Cl)c1Cl, O=C(Cl)C(=O)Cl, [Na+], Cc1ccccc1. Product: CS(=O)(=O)c1ccc(C(=O)OC2=CC(=O)C3CCC2C3)c(Cl)c1Cl. As a reaction SMILES: [C:47](#[N:48])[CH3:49].[CH2:4]=[C:5]1[O:6][C:7](=[O:13])[CH:8]2[CH2:9][CH2:10][CH:11]1[CH2:12]2.[CH3:1][O-:2].[CH3:35][c:36]1[cH:37][cH:38][cH:39][cH:40][cH:41]1.[CH3:42][N:43]([CH3:44])[CH:45]=[O:46].[CH3:57][OH:58].[Cl:14][c:15]1[c:16]([C:17](=[O:18])[Cl:19])[cH:20][cH:21][c:22]([S:25](=[O:26])(=[O:27])[CH3:28])[c:23]1[Cl:24].[Cl:29][C:30]([C:31]([Cl:32])=[O:33])=[O:34].[Na+:3].[c:50]1([CH3:51])[cH:52][cH:53][cH:54][cH:55][cH:56]1>>[CH:4]1=[C:5]([O:6][C:17]([c:16]2[c:15]([Cl:14])[c:23]([Cl:24])[c:22]([S:25](=[O:26])(=[O:27])[CH3:28])[cH:21][cH:20]2)=[O:18])[CH:11]2[CH2:10][CH2:9][CH:8]([C:7]1=[O:13])[CH2:12]2. Starting materials: ClC=1C=CC2=C(C(=NCC(N2C)=O)C2=C(C=CC=C2)Cl)C1 (7-chloro-5-(2'-chlorophenyl)-1,3-dihydro-1-methyl-2H-1,4-benzodiazepin-2-one), C(C)O (ethanol). Run in C(C)OC(N(C)C)OCC (N,N-dimethyl-formamide diethylacetal). Run at temperature 130 celsius. The product is ClC=1C=CC2=C(C(=NC(C(N2C)=O)=CN(C)C)C2=C(C=CC=C2)Cl)C1 (7-Chloro-5-(2'-chloro-phenyl)-1,3-dihydro-3-(dimethylaminomethylene)-1-methyl-2H-1,4-benzodiazepin-2-one). As a reaction SMILES: [Cl:1][C:2]1[CH:3]=[CH:4][C:5]2[N:11]([CH3:12])[C:10](=[O:13])[CH2:9][N:8]=[C:7]([C:14]3[CH:19]=[CH:18][CH:17]=[CH:16][C:15]=3[Cl:20])[C:6]=2[CH:21]=1.C(O)C>C(OC(OCC)N(C)C)C>[Cl:1][C:2]1[CH:3]=[CH:4][C:5]2[N:11]([CH3:12])[C:10](=[O:13])[C:9](=[CH:10][N:11]([CH3:12])[CH3:5])[N:8]=[C:7]([C:14]3[CH:19]=[CH:18][CH:17]=[CH:16][C:15]=3[Cl:20])[C:6]=2[CH:21]=1. Procedure details: A suspension of 55 gm of 7-chloro-5-(2'-chlorophenyl)-1,3-dihydro-1-methyl-2H-1,4-benzodiazepin-2-one in 85 ml of N,N-dimethyl-formamide diethylacetal was heated to 130°C in a vessel equipped with a descending condenser, whereby a clear solution was formed after a short time. The temperature of the reaction solution was maintained at 130°C for 41 hours, during which time the ethanol formed by the reaction slowly distilled over. Thereafter, the reaction solution was cooled to about 80°C and then ... The reactants are C1(=CC=CC2=CC=CC=C12)C(\C=C\C1=C(C=CC=C1)CCCCOC1=CC=CC=C1)=O ((E)-1-(1-naphthalenyl)-3-[2-(4-phenoxybutyl)phenyl]-2-propen-1-one), C(C)(=O)C1=CC=CC2=CC=CC=C12 (1'-acetonaphthone), O(C1=CC=CC=C1)CCCCC1=C(C=O)C=CC=C1 (2-(4-phenoxybutyl)benzaldehyde). Run in alcohol. Yields the product O(C1=CC=CC=C1)CCCCC1=C(C=CC=C1)[C@H]1[C@@H](O1)C(=O)OC1=CC=CC2=CC=CC=C12 ((2R-trans)-1-naphthalenyl 3-[2-(4-phenoxybutyl)phenyl]oxiranecarboxylate). RXN SMILES: C1([C:11](=[O:31])/[CH:12]=[CH:13]/[C:14]2[CH:19]=[CH:18][CH:17]=[CH:16][C:15]=2[CH2:20][CH2:21][CH2:22][CH2:23][O:24][C:25]2[CH:30]=[CH:29][CH:28]=[CH:27][CH:26]=2)C2C(=CC=CC=2)C=CC=1.C(C1C2C(=CC=CC=2)C=CC=1)(=[O:34])C.O(C[CH2:53][CH2:54][CH2:55][C:56]1[CH:63]=[CH:62][CH:61]=[CH:60][C:57]=1[CH:58]=[O:59])C1C=CC=CC=1>>[O:24]([CH2:23][CH2:22][CH2:21][CH2:20][C:15]1[CH:16]=[CH:17][CH:18]=[CH:19][C:14]=1[C@@H:13]1[O:34][C@H:12]1[C:11]([O:59][C:58]1[C:57]2[C:56](=[CH:63][CH:62]=[CH:61][CH:60]=2)[CH:55]=[CH:54][CH:53]=1)=[O:31])[C:25]1[CH:26]=[CH:27][CH:28]=[CH:29][CH:30]=1. Reported procedure: Preparation of (E)-1-(1-naphthalenyl)-3-[2-(4-phenoxybutyl)phenyl]-2-propen-1-one. Using the method of Example 5a, 1'-acetonaphthone is reacted with 2-(4-phenoxybutyl)benzaldehyde in alcohol solution to give the titled compound. The solvent is O (water), C(C)O (ethanol). Run at time 15 minute. Yields the product CN(C1C[C@H](CC1)C1=CNC2=CC=C(C=C12)C#N)C ((1S)-3-(3-dimethylaminocyclopentyl)-1H-indole-5-carbonitrile). Reactants: Cl (HCl), O=C1C[C@H](CC1)C1=CNC2=CC=C(C=C12)C#N ((1S)-3-(3-oxocyclopentyl)-1H-indole-5-carbonitrile), CNC (dimethylamine), C(C)(=O)O[BH-](OC(C)=O)OC(C)=O.[Na+] (sodium triacetoxyborohydride), C([O-])([O-])=O.[Na+].[Na+] (sodium carbonate). Procedure details: (1S)-3-(3-oxocyclopentyl)-1H-indole-5-carbonitrile (112 mg, 0.5 mMol) and dimethylamine (2.0 M solution in THF, 2.5 mL, 5.0 mMol) were dissolved in ethanol (2 mL). After stirring for 15 min, sodium triacetoxyborohydride (424 mg, 2.0 mMol) was added and the reaction continued for 2 h. The reaction was then diluted with water (5 mL) and made acidic (pH 3) with 6 M HCl. The reaction was then adjusted to pH 10 with sodium carbonate. It was extracted two times with ethyl acetate (50 mL) and the extra... As a reaction SMILES: O=[C:2]1[CH2:6][CH2:5][C@H:4]([C:7]2[C:15]3[C:10](=[CH:11][CH:12]=[C:13]([C:16]#[N:17])[CH:14]=3)[NH:9][CH:8]=2)[CH2:3]1.[CH3:18][NH:19][CH3:20].C(O[BH-](OC(=O)C)OC(=O)C)(=O)C.[Na+].Cl.C(=O)([O-])[O-].[Na+].[Na+]>C(O)C.O>[CH3:18][N:19]([CH3:20])[CH:2]1[CH2:6][CH2:5][C@H:4]([C:7]2[C:15]3[C:10](=[CH:11][CH:12]=[C:13]([C:16]#[N:17])[CH:14]=3)[NH:9][CH:8]=2)[CH2:3]1 |f:2.3,5.6.7|. Isolated yield 98.7%.